Dataset: the Open Reaction Database (ORD), a public repository of structured organic reaction records. Task: describe an organic reaction: reactants, conditions, products, and yield The reactants are C(C)(C)ONC(C1=CC(=CC=C1)CCC(C)C)=O (O-isopropyl 3-isopentylbenzohydroxamic acid), C1(=CC=CC=C1)P(C1=CC=CC=C1)C1=CC=CC=C1 (triphenylphosphine), C(Cl)(Cl)(Cl)Cl (carbon tetrachloride). The solvent is C(C)#N (acetonitrile). Yields the product C(C)(C)ON=C(C1=CC(=CC=C1)CCC(C)C)Cl (O-isopropyl-3-isopentylbenzohydroximoyl chloride). Isolated yield 88.0%. As a reaction SMILES: [CH:1]([O:4][NH:5][C:6](=O)[C:7]1[CH:12]=[CH:11][CH:10]=[C:9]([CH2:13][CH2:14][CH:15]([CH3:17])[CH3:16])[CH:8]=1)([CH3:3])[CH3:2].C1(P(C2C=CC=CC=2)C2C=CC=CC=2)C=CC=CC=1.C(Cl)(Cl)(Cl)[Cl:39]>C(#N)C>[CH:1]([O:4][N:5]=[C:6]([Cl:39])[C:7]1[CH:12]=[CH:11][CH:10]=[C:9]([CH2:13][CH2:14][CH:15]([CH3:17])[CH3:16])[CH:8]=1)([CH3:3])[CH3:2]. Procedure: To 200 ml of acetonitrile were added 5.4 g (23.5 mmol) of O-isopropyl 3-isopentylbenzohydroxamic acid, 9.9 g (37.8 mmol) of triphenylphosphine, and 11.6 g (75.3 mmol) of carbon tetrachloride. The mixture was refluxed for 1 hour. The refluxed mixture was allowed to sit and cool naturally, and the solvent in the mixture was removed under reduced pressure. The residue was purified by column chromatography, thus obtaining the desired product of 5.1 g (yield: 88%).